Dataset: the Open Reaction Database (ORD), a public repository of structured organic reaction records. Task: describe an organic reaction: reactants, conditions, products, and yield RXN SMILES: [O:1]=[C:2]1[C:11]2[CH:10]=[CH:9][C:8]([NH:12][C:13](=[O:19])[C:14]([O:16]CC)=[O:15])=[CH:7][C:6]=2[N:5]=[C:4]2[CH2:20][CH2:21][CH2:22][N:3]12.[CH:23](=O)[C:24]1[CH:29]=[CH:28][CH:27]=[CH:26][CH:25]=1.C[O-].[Na+]>CO>[CH:23](=[C:20]1[C:4]2=[N:5][C:6]3[CH:7]=[C:8]([NH:12][C:13](=[O:19])[C:14]([OH:16])=[O:15])[CH:9]=[CH:10][C:11]=3[C:2](=[O:1])[N:3]2[CH2:22][CH2:21]1)[C:24]1[CH:29]=[CH:28][CH:27]=[CH:26][CH:25]=1 |f:2.3|. The reactants are O=C1N2C(=NC=3C=C(C=CC13)NC(C(=O)OCC)=O)CCC2 (N-(9-oxo-1,2,3,9-tetrahydro-pyrrolo[2,1-b]quinazolin-6-yl)-amino-oxoacetic acid, ethyl ester), C(C1=CC=CC=C1)=O (benzaldehyde), C[O-].[Na+] (sodium methoxide). Procedure details: N-(9-oxo-1,2,3,9-tetrahydro-pyrrolo[2,1-b]quinazolin-6-yl)-amino-oxoacetic acid, ethyl ester, m.p. 198°-200° C. (1.2 g) was reacted with benzaldehyde (0.84 g) in methanol (20 ml), in the presence of sodium methoxide (0.86 g) under stirring at 60° C. for 6 hours. After cooling the reaction mixture was concentrated in vacuo and diluted with ethyl ether: the precipitate was filtered, washed with ether and dissolved in water. Acidification with acetic acid gave a precipitate which was filtered and w... Solvent: CO (methanol). Conditions: temperature 60 celsius, time 6 hour. Product: C(C1=CC=CC=C1)=C1CCN2C1=NC=1C=C(C=CC1C2=O)NC(C(=O)O)=O (N-(3-benzylidene-9-oxo-1,2,3,9-tetrahydro-pyrrolo[2,1-b]quinazolin-6-yl)-amino-oxoacetic acid). Reactants: NC1=CC=C(C=C1)C1=NC2=CC=CC=C2C(=N1)C(=O)O (2-(4-aminophenyl)quinazoline-4-carboxylic acid), C(C)(=O)OC(C)=O (acetyl acetate), [OH-].[K+] (potassium hydroxide). Reaction conditions: time 5 hour. Reported procedure: Into a 50-mL 3-necked round-bottom flask purged and maintained with an inert atmosphere of nitrogen, was placed 2-(4-aminophenyl)quinazoline-4-carboxylic acid (25.3 mg, 0.95 mmol, 1.00 equiv), acetyl acetate (18.36 mg, 0.18 mmol, 2.00 equiv), potassium hydroxide (5.07 mg, 1.00 equiv) and tetrahydrofuran (10 mL). The resulting solution was stirred for 5 h at room temperature. The resulting mixture was concentrated under vacuum. The residue was applied onto a silica gel column with ethyl acetate/p... The solvent is O1CCCC1 (tetrahydrofuran). The product is C(C)(=O)NC1=CC=C(C=C1)C1=NC2=CC=CC=C2C(=N1)C(=O)O (2-(4-acetamidophenyl)quinazoline-4-carboxylic acid). As a reaction SMILES: [NH2:1][C:2]1[CH:7]=[CH:6][C:5]([C:8]2[N:17]=[C:16]([C:18]([OH:20])=[O:19])[C:15]3[C:10](=[CH:11][CH:12]=[CH:13][CH:14]=3)[N:9]=2)=[CH:4][CH:3]=1.[C:21](OC(=O)C)(=[O:23])[CH3:22].[OH-].[K+]>O1CCCC1>[C:21]([NH:1][C:2]1[CH:7]=[CH:6][C:5]([C:8]2[N:17]=[C:16]([C:18]([OH:20])=[O:19])[C:15]3[C:10](=[CH:11][CH:12]=[CH:13][CH:14]=3)[N:9]=2)=[CH:4][CH:3]=1)(=[O:23])[CH3:22] |f:2.3|.